This data is from the Open Reaction Database (ORD), a public repository of structured organic reaction records. The task is: describe an organic reaction: reactants, conditions, products, and yield Reactants: ClC1=C(C=C(C(=C1)F)N1C(N(C(=CC1=O)C(F)(F)F)C)=O)N=C1SCC(N1CC(=O)OCC)=O (ethyl 2-{{2-chloro-5-[3,6-dihydro-3-methyl-2,6-dioxo-4-(trifluoromethyl)-1(2H)-pyrimidinyl]-4-fluorophenyl}imino}-4-oxo-3-thiazolidineacetate), CC(=O)C (acetone), N1CCCCC1 (piperidine), C(C)(=O)O (acetic acid), CC(=O)C (acetone). The solvent is C(C)O (ethanol). Run at time 8 hour. The product is ethyl acetate hexanes, ClC1=C(C=C(C(=C1)F)N1C(N(C(=CC1=O)C(F)(F)F)C)=O)N=C1SC(C(N1CC(=O)OCC)=O)=C(C)C (Ethyl 2-{{2-chloro-5-[3,6-dihydro-3-methyl-2,6-dioxo-4-(trifluoromethyl)-1(2H)-primidinyl]-4-fluorophenyl}imino}-5-isopropylidene-4-oxo-3-thiazolidineacetate). Yield: 69.6%. As a reaction SMILES: [Cl:1][C:2]1[CH:7]=[C:6]([F:8])[C:5]([N:9]2[C:14](=[O:15])[CH:13]=[C:12]([C:16]([F:19])([F:18])[F:17])[N:11]([CH3:20])[C:10]2=[O:21])=[CH:4][C:3]=1[N:22]=[C:23]1[N:27]([CH2:28][C:29]([O:31][CH2:32][CH3:33])=[O:30])[C:26](=[O:34])[CH2:25][S:24]1.[CH3:35][C:36]([CH3:38])=O.N1CCCCC1.C(O)(=O)C>C(O)C>[Cl:1][C:2]1[CH:7]=[C:6]([F:8])[C:5]([N:9]2[C:14](=[O:15])[CH:13]=[C:12]([C:16]([F:19])([F:17])[F:18])[N:11]([CH3:20])[C:10]2=[O:21])=[CH:4][C:3]=1[N:22]=[C:23]1[N:27]([CH2:28][C:29]([O:31][CH2:32][CH3:33])=[O:30])[C:26](=[O:34])[C:25](=[C:36]([CH3:38])[CH3:35])[S:24]1. Reported procedure: A mixture of ethyl 2-{{2-chloro-5-[3,6-dihydro-3-methyl-2,6-dioxo-4-(trifluoromethyl)-1(2H)-pyrimidinyl]-4-fluorophenyl}imino}-4-oxo-3-thiazolidineacetate (2.0 g, 3.83 mmol), acetone (0.562 mL, 7.65 mmol), piperidine (0.20 mL, 2.02 mmol) and acetic acid (20 μL) in ethanol is refluxed for 90 minutes, treated with additional acetone (0.562 mL), refluxed for 3.5 hours, stirred at room temperature overnight, concentrated in vacuo, and chased with ethyl acetate to obtain a residue. Column chromatogra... The reactants are CS(=O)(=O)OC[C@H]1N(C[C@H](C1)SC(C1=CC=CC=C1)(C1=CC=CC=C1)C1=CC=CC=C1)C(=O)OCC1=CC=C(C=C1)[N+](=O)[O-] ((2S,4S)-2-(methanesulfonyloxy)methyl-1-(4-nitrobenzyloxycarbonyl)-4-(triphenylmethylthio)pyrrolidine), N1CCNCC1 (piperazine), ice water. Run in CN(C=O)C (dimethylformamide). Run at time 5 hour. Yields the product [N+](=O)([O-])C1=CC=C(COC(=O)N2[C@@H](C[C@@H](C2)SC(C2=CC=CC=C2)(C2=CC=CC=C2)C2=CC=CC=C2)CN2CCNCC2)C=C1 ((2S,4S)-1-(4-nitrobenzyloxycarbonyl)-2-(piperazin-1-yl)methyl-4-(triphenylmethylthio)pyrrolidine). Isolated yield 51.2%. RXN SMILES: CS(O[CH2:6][C@@H:7]1[CH2:11][C@H:10]([S:12][C:13]([C:26]2[CH:31]=[CH:30][CH:29]=[CH:28][CH:27]=2)([C:20]2[CH:25]=[CH:24][CH:23]=[CH:22][CH:21]=2)[C:14]2[CH:19]=[CH:18][CH:17]=[CH:16][CH:15]=2)[CH2:9][N:8]1[C:32]([O:34][CH2:35][C:36]1[CH:41]=[CH:40][C:39]([N+:42]([O-:44])=[O:43])=[CH:38][CH:37]=1)=[O:33])(=O)=O.[NH:45]1[CH2:50][CH2:49][NH:48][CH2:47][CH2:46]1>CN(C)C=O>[N+:42]([C:39]1[CH:38]=[CH:37][C:36]([CH2:35][O:34][C:32]([N:8]2[CH2:9][C@@H:10]([S:12][C:13]([C:14]3[CH:19]=[CH:18][CH:17]=[CH:16][CH:15]=3)([C:20]3[CH:25]=[CH:24][CH:23]=[CH:22][CH:21]=3)[C:26]3[CH:31]=[CH:30][CH:29]=[CH:28][CH:27]=3)[CH2:11][C@H:7]2[CH2:6][N:45]2[CH2:50][CH2:49][NH:48][CH2:47][CH2:46]2)=[O:33])=[CH:41][CH:40]=1)([O-:44])=[O:43]. Procedure details: To a solution of (2S,4S)-2-(methanesulfonyloxy)methyl-1-(4-nitrobenzyloxycarbonyl)-4-(triphenylmethylthio)pyrrolidine (5.0 g) in dimethylformamide (90 ml) was added piperazine (2.0 g) and the mixture was stirred at 80°-90° C. for 5 hours. The reaction mixture was poured into ice-water (300 ml) and extracted twice with ethyl acetate (200 ml). The extract was washed with saturated aqueous sodium chloride, dried over magnesium sulfate and evaporated in vacuo. The resulting residue was chromatograph... The reactants are CC(=O)OC(C)=O, COc1c(Oc2ccccc2F)cccc1C(C)C(=O)O, I, [Na+], O=S([O-])O. Product: CC1C(=O)Oc2c(Oc3ccccc3F)cccc21. Reaction SMILES: [CH3:28][C:29]([O:30][C:31](=[O:32])[CH3:33])=[O:34].[CH3:2][O:3][c:4]1[c:5]([CH:18]([C:19](=[O:20])[OH:21])[CH3:22])[cH:6][cH:7][cH:8][c:9]1[O:10][c:11]1[c:12]([F:17])[cH:13][cH:14][cH:15][cH:16]1.[IH:1].[Na+:27].[S:23]([O-:24])([OH:25])=[O:26]>>[c:4]12[c:5]([cH:6][cH:7][cH:8][c:9]1[O:10][c:11]1[c:12]([F:17])[cH:13][cH:14][cH:15][cH:16]1)[CH:18]([CH3:22])[C:19](=[O:21])[O:20]2.